Dataset: the Open Reaction Database (ORD), a public repository of structured organic reaction records. Task: describe an organic reaction: reactants, conditions, products, and yield The reactants are ClCCl, O=C(OC(=O)C(F)(F)F)C(F)(F)F, O=C(O)C(F)(F)F, N, [O-][n+]1nc(NCCCN2CCOCC2)nc2cc3c(cc21)CCCC3, OO. The product is [O-][n+]1nc(NCCCN2CCOCC2)[n+]([O-])c2cc3c(cc21)CCCC3. As a reaction SMILES: [Cl:48][CH2:49][Cl:50].[F:3][C:4]([F:5])([F:7])[C:8](=[O:6])[O:9][C:10](=[O:11])[C:12]([F:13])([F:14])[F:15].[F:41][C:42]([F:43])([F:44])[C:45]([OH:46])=[O:47].[NH3:51].[O:16]1[CH2:17][CH2:18][N:19]([CH2:22][CH2:23][CH2:24][NH:25][c:26]2[n:27][n+:28]([O-:40])[c:29]3[c:30]([n:31]2)[cH:32][c:33]2[c:38]([cH:39]3)[CH2:37][CH2:36][CH2:35][CH2:34]2)[CH2:20][CH2:21]1.[OH:1][OH:2]>>[O-:6][n+:31]1[c:26]([NH:25][CH2:24][CH2:23][CH2:22][N:19]2[CH2:18][CH2:17][O:16][CH2:21][CH2:20]2)[n:27][n+:28]([O-:40])[c:29]2[c:30]1[cH:32][c:33]1[c:38]([cH:39]2)[CH2:37][CH2:36][CH2:35][CH2:34]1. Starting materials: COC=1C=C(C(=O)N[C@H]2CN(CC2)C)C=CC1[N+](=O)[O-] (3-methoxy-N-[(3R)-1-methylpyrrolidin-3-yl]-4-nitro-benzamide), CN(CCN)C (N,N-dimethylethane-1,2-diamine), solid. Yields the product CN(CCNC(C1=CC(=C(C=C1)[N+](=O)[O-])OC)=O)C (N-(2-dimethylaminoethyl)-3-methoxy-4-nitro-benzamide). Reaction SMILES: [CH3:1][O:2][C:3]1[CH:4]=[C:5]([CH:15]=[CH:16][C:17]=1[N+:18]([O-:20])=[O:19])[C:6]([NH:8][C@@H:9]1C[CH2:12][N:11]([CH3:14])[CH2:10]1)=[O:7].CN(C)CCN>>[CH3:14][N:11]([CH3:12])[CH2:10][CH2:9][NH:8][C:6](=[O:7])[C:5]1[CH:15]=[CH:16][C:17]([N+:18]([O-:20])=[O:19])=[C:3]([O:2][CH3:1])[CH:4]=1. Procedure: The title compound was prepared by an analogous method to the preparation of Intermediate 188, on a 9.28 mmol scale utilising N,N-dimethylethane-1,2-diamine (Aldrich; 818 mg, 9.28 mmol), as a brown solid (2.5 g, 100%) The reactants are ClC1=NC=C(C(=N1)CCC1=C(C=CC=C1)C1(CC1)C(=O)N)C (1-(2-(2-(2-chloro-5-methylpyrimidin-4-yl)ethyl)phenyl)cyclopropanecarboxamide), NC=1C=CC(=NC1)C1CCN(CC1)C(=O)OC(C)(C)C (tert-butyl 4-(5-aminopyridin-2-yl)piperidine-1-carboxylate), CC1(C2=C(C(=CC=C2)P(C3=CC=CC=C3)C4=CC=CC=C4)OC5=C(C=CC=C51)P(C6=CC=CC=C6)C7=CC=CC=C7)C (Xantphos), C(=O)([O-])[O-].[Cs+].[Cs+] (Cs2CO3). Reagents/catalysts: CC(=O)[O-].CC(=O)[O-].[Pd+2] (Pd(OAc)2). Run in O1CCOCC1 (dioxane). Reaction conditions: temperature 120 celsius, time 20 minute. Product: C(N)(=O)C1(CC1)C1=C(CCC2=NC(=NC=C2C)NC=2C=CC(=NC2)C2CCN(CC2)C(=O)OC(C)(C)C)C=CC=C1 (tert-Butyl 4-(5-((4-(2-(1-carbamoylcyclopropyl)phenethyl)-5-methylpyrimidin-2-yl)amino)pyridin-2-yl)piperidine-1-carboxylate), solid. The yield is 50.0%. RXN SMILES: Cl[C:2]1[N:7]=[C:6]([CH2:8][CH2:9][C:10]2[CH:15]=[CH:14][CH:13]=[CH:12][C:11]=2[C:16]2([C:19]([NH2:21])=[O:20])[CH2:18][CH2:17]2)[C:5]([CH3:22])=[CH:4][N:3]=1.[NH2:23][C:24]1[CH:25]=[CH:26][C:27]([CH:30]2[CH2:35][CH2:34][N:33]([C:36]([O:38][C:39]([CH3:42])([CH3:41])[CH3:40])=[O:37])[CH2:32][CH2:31]2)=[N:28][CH:29]=1.CC1(C)C2C(=C(P(C3C=CC=CC=3)C3C=CC=CC=3)C=CC=2)OC2C(P(C3C=CC=CC=3)C3C=CC=CC=3)=CC=CC1=2.C([O-])([O-])=O.[Cs+].[Cs+]>O1CCOCC1.CC([O-])=O.CC([O-])=O.[Pd+2]>[C:19]([C:16]1([C:11]2[CH:12]=[CH:13][CH:14]=[CH:15][C:10]=2[CH2:9][CH2:8][C:6]2[C:5]([CH3:22])=[CH:4][N:3]=[C:2]([NH:23][C:24]3[CH:25]=[CH:26][C:27]([CH:30]4[CH2:35][CH2:34][N:33]([C:36]([O:38][C:39]([CH3:42])([CH3:41])[CH3:40])=[O:37])[CH2:32][CH2:31]4)=[N:28][CH:29]=3)[N:7]=2)[CH2:18][CH2:17]1)(=[O:20])[NH2:21] |f:3.4.5,7.8.9|. Reported procedure: A mixture of 1-(2-(2-(2-chloro-5-methylpyrimidin-4-yl)ethyl)phenyl)cyclopropanecarboxamide A40 (0.240 g, 0.761 mmol), tert-butyl 4-(5-aminopyridin-2-yl)piperidine-1-carboxylate (0.422 g, 1.52 mmol), Pd(OAc)2 (0.003 g, 0.015 mmol), Xantphos (0.018 g, 0.030 mmol) and Cs2CO3 (0.744 g, 2.28 mmol) in dioxane (8 mL) was bubbled with N2 for 10 minutes and then stirred in the microwave at 120° C. for 20 minutes. The volatiles were removed in vacuo and the residue was adsorbed onto SiO2 and purified by c... Reactants: F[B-](F)(F)F, CC#N, CCN(C(C)C)C(C)C, O=C(O)CNC(=O)CCc1ccccc1, CNC(c1ccccc1)c1ccccc1, CN(C)C(On1nnc2ccccc21)=[N+](C)C. Yields the product CN(C(=O)CNC(=O)CCc1ccccc1)C(c1ccccc1)c1ccccc1. RXN SMILES: [B-:40]([F:41])([F:42])([F:43])[F:44].[CH3:62][C:63]#[N:64].[CH:31]([N:32]([CH2:33][CH3:34])[CH:35]([CH3:36])[CH3:37])([CH3:38])[CH3:39].[c:16]1([CH2:22][CH2:23][C:24](=[O:25])[NH:26][CH2:27][C:28](=[O:29])[OH:30])[cH:17][cH:18][cH:19][cH:20][cH:21]1.[c:1]1([CH:7]([NH:8][CH3:9])[c:10]2[cH:11][cH:12][cH:13][cH:14][cH:15]2)[cH:2][cH:3][cH:4][cH:5][cH:6]1.[n:45]1([O:46][C:47]([N:48]([CH3:49])[CH3:50])=[N+:51]([CH3:52])[CH3:53])[c:54]2[cH:55][cH:56][cH:57][cH:58][c:59]2[n:60][n:61]1>>[c:1]1([CH:7]([N:8]([CH3:9])[C:28]([CH2:27][NH:26][C:24]([CH2:23][CH2:22][c:16]2[cH:17][cH:18][cH:19][cH:20][cH:21]2)=[O:25])=[O:30])[c:10]2[cH:11][cH:12][cH:13][cH:14][cH:15]2)[cH:2][cH:3][cH:4][cH:5][cH:6]1.